From a dataset of the Open Reaction Database (ORD), a public repository of structured organic reaction records. describe an organic reaction: reactants, conditions, products, and yield The reactants are N,N,N′N′-tetramethylethylenediamine, N-butyl lithium, CCCCCC (n-hexane), COC(=O)[C@@H]1CC[C@H](CC1)C(=O)Cl (trans-4-chlorocarbonyl-cyclohexanecarboxylic acid methyl ester), FC=1C=NC=CC1 (3-fluoropyridine). The reagents and catalysts are C=1C=CC(=CC1)[P](C=2C=CC=CC2)(C=3C=CC=CC3)[Pd]([P](C=4C=CC=CC4)(C=5C=CC=CC5)C=6C=CC=CC6)([P](C=7C=CC=CC7)(C=8C=CC=CC8)C=9C=CC=CC9)[P](C=1C=CC=CC1)(C=1C=CC=CC1)C=1C=CC=CC1 (tetrakis(triphenylphosphine)palladium(0)), [Cl-].[Zn+2].[Cl-] (zinc chloride). Run in C(C)OCC (diethyl ether). Conditions: temperature -20 celsius, time 1 hour. The product is COC(=O)[C@@H]1CC[C@H](CC1)C(=O)C1=NC=CC=C1F (trans-4-(3-fluoro-pyridine-2-carbonyl)-cyclohexanecarboxylic acid methyl ester), COC(=O)[C@@H]1CC[C@H](CC1)C(=O)C1=C(C=NC=C1)F (trans-4-(3-fluoro-pyridine-4-carbonyl)-cyclohexanecarboxylic acid methyl ester). Isolated yield 8.4%. As a reaction SMILES: CCCCCC.[F:7][C:8]1[CH:9]=[N:10][CH:11]=[CH:12][CH:13]=1.[CH3:14][O:15][C:16]([C@H:18]1[CH2:23][CH2:22][C@H:21]([C:24](Cl)=[O:25])[CH2:20][CH2:19]1)=[O:17]>C(OCC)C.[Cl-].[Zn+2].[Cl-].C1C=CC([P]([Pd]([P](C2C=CC=CC=2)(C2C=CC=CC=2)C2C=CC=CC=2)([P](C2C=CC=CC=2)(C2C=CC=CC=2)C2C=CC=CC=2)[P](C2C=CC=CC=2)(C2C=CC=CC=2)C2C=CC=CC=2)(C2C=CC=CC=2)C2C=CC=CC=2)=CC=1>[CH3:14][O:15][C:16]([C@H:18]1[CH2:23][CH2:22][C@H:21]([C:24]([C:9]2[C:8]([F:7])=[CH:13][CH:12]=[CH:11][N:10]=2)=[O:25])[CH2:20][CH2:19]1)=[O:17].[CH3:14][O:15][C:16]([C@H:18]1[CH2:23][CH2:22][C@H:21]([C:24]([C:13]2[CH:12]=[CH:11][N:10]=[CH:9][C:8]=2[F:7])=[O:25])[CH2:20][CH2:19]1)=[O:17] |f:4.5.6,^1:38,40,59,78|. Procedure details: To a solution of N,N,N′N′-tetramethylethylenediamine (1.20 g, 10.3 mmol) in diethyl ether (50 ml) at −78° C. was added 1.6M N-butyl lithium solution in n-hexane (6.40 ml, 10.3 mmol). Stirring for 1 h at −20° C. was followed by addition of 3-fluoropyridine (1.00 g, 10.3 mmol) at −78° C. After stirring at −60 to −70° C. for 3 h a solution of zinc chloride (2.81 g, 20.6 mmol), which had previously been dried by melting in vacuo followed by cooling under argon, in diethyl ether (20 ml) was added dro... Reactants: C(C)C1=C2C(=C(C=C(C2=CC=C1)\C=C(/C(=O)O)\C)OC)OCOC ((Z)-3-(5-ethyl-3-methoxy-4-methoxymethoxy-1-naphthyl)-2-methylpropenoic acid). Run in CC(=O)C (acetone). Yields the product C(C)C1=C2C(=C(C=C(C2=CC=C1)\C=C(/C(=O)O)\C)OC)O ((Z)-3-(5-ethyl-4-hydroxy-3-methoxy-1-naphthyl)-2-methylpropenoic acid). Isolated yield 87.4%. RXN SMILES: [CH2:1]([C:3]1[CH:12]=[CH:11][CH:10]=[C:9]2[C:4]=1[C:5]([O:21]COC)=[C:6]([O:19][CH3:20])[CH:7]=[C:8]2/[CH:13]=[C:14](/[CH3:18])\[C:15]([OH:17])=[O:16])[CH3:2]>CC(C)=O>[CH2:1]([C:3]1[CH:12]=[CH:11][CH:10]=[C:9]2[C:4]=1[C:5]([OH:21])=[C:6]([O:19][CH3:20])[CH:7]=[C:8]2/[CH:13]=[C:14](/[CH3:18])\[C:15]([OH:17])=[O:16])[CH3:2]. Procedure: 66 g of (Z)-3-(5-ethyl-3-methoxy-4-methoxymethoxy-1-naphthyl)-2-methylpropenoic acid was dissolved in 700 ml of acetone in which nitrogen has been preliminarily bubbled, and 43 ml of concentrated hydrochloric acid was gradually added while stirring at room temperature in a stream of nitrogen under light-shielded conditions. After stirring at room temperature for 1.5 hours, the reaction mixture was gradually poured into water to crystalize. The crystals were filtered, washed with water and dried ... The reactants are C(C)C1=C(N=C(C(=N1)C(=O)N)NC1=CC=C(C=C1)CN1CCN(CC1)C)OC1=CC(=CC=C1)[N+](=O)[O-] (6-ethyl-3-({4-[(4-methylpiperazin-1-yl)methyl]phenyl}amino)-5-(3-nitrophenoxy)pyrazine-2-carboxamide), O.NN (hydrazine monohydrate). Reagents/catalysts: [Fe](Cl)Cl (iron chloride). Solvent: C(C)O (ethanol), O (water), O (water). Reaction conditions: temperature 80 celsius, time 2 hour. Product: NC=1C=C(OC=2N=C(C(=NC2CC)C(=O)N)NC2=CC=C(C=C2)CN2CCN(CC2)C)C=CC1 (5-(3-aminophenoxy)-6-ethyl-3-({4-[(4-methylpiperazin-1-yl)methyl]phenyl}amino)pyrazine-2-carboxamide). Yield: 43.7%. Reaction SMILES: [CH2:1]([C:3]1[N:8]=[C:7]([C:9]([NH2:11])=[O:10])[C:6]([NH:12][C:13]2[CH:18]=[CH:17][C:16]([CH2:19][N:20]3[CH2:25][CH2:24][N:23]([CH3:26])[CH2:22][CH2:21]3)=[CH:15][CH:14]=2)=[N:5][C:4]=1[O:27][C:28]1[CH:33]=[CH:32][CH:31]=[C:30]([N+:34]([O-])=O)[CH:29]=1)[CH3:2].O.NN>C(O)C.O.[Fe](Cl)Cl>[NH2:34][C:30]1[CH:29]=[C:28]([CH:33]=[CH:32][CH:31]=1)[O:27][C:4]1[N:5]=[C:6]([NH:12][C:13]2[CH:14]=[CH:15][C:16]([CH2:19][N:20]3[CH2:21][CH2:22][N:23]([CH3:26])[CH2:24][CH2:25]3)=[CH:17][CH:18]=2)[C:7]([C:9]([NH2:11])=[O:10])=[N:8][C:3]=1[CH2:1][CH3:2] |f:1.2|. Procedure details: To a mixture of 6-ethyl-3-({4-[(4-methylpiperazin-1-yl)methyl]phenyl}amino)-5-(3-nitrophenoxy)pyrazine-2-carboxamide (112 mg) in ethanol (3 mL) and water (1 mL) were added iron chloride (III) hexahydrate (31 mg), activated carbon (60 mg), and hydrazine monohydrate (221 μL), followed by stirring at 80° C. for 2 hours. The reaction mixture was left to be cooled, and then water was added thereto. The insoluble matter was collected by filtration. To the obtained solid was added a solution in chlorof... The reactants are N1(CCNCC1)C1=CC=C(C(=O)OCC)C=C1 (ethyl 4-(piperazin-1-yl)-benzoate), Cl (hydrochloric acid), C(C)(C)(C)C=1C=C(C=CC(=O)O)C=C(C1O)C(C)(C)C (3,5-di-tert.-butyl-4-hydroxycinnamic acid), P(Cl)(Cl)Cl (phosphorus trichloride). Yield: 74.0%. Solvent: N1=CC=CC=C1 (pyridine), N1=CC=CC=C1 (pyridine). RXN SMILES: [N:1]1([C:7]2[CH:17]=[CH:16][C:10]([C:11]([O:13][CH2:14][CH3:15])=[O:12])=[CH:9][CH:8]=2)[CH2:6][CH2:5][NH:4][CH2:3][CH2:2]1.[C:18]([C:22]1[CH:23]=[C:24]([CH:30]=[C:31]([C:34]([CH3:37])([CH3:36])[CH3:35])[C:32]=1[OH:33])[CH:25]=[CH:26][C:27](O)=[O:28])([CH3:21])([CH3:20])[CH3:19].P(Cl)(Cl)Cl.Cl>N1C=CC=CC=1>[C:34]([C:31]1[CH:30]=[C:24]([CH:23]=[C:22]([C:18]([CH3:21])([CH3:20])[CH3:19])[C:32]=1[OH:33])[CH:25]=[CH:26][C:27]([N:4]1[CH2:3][CH2:2][N:1]([C:7]2[CH:8]=[CH:9][C:10]([C:11]([O:13][CH2:14][CH3:15])=[O:12])=[CH:16][CH:17]=2)[CH2:6][CH2:5]1)=[O:28])([CH3:36])([CH3:37])[CH3:35]. Procedure: To a solution of 18.75 g. (80 mmole) ethyl 4-(piperazin-1-yl)-benzoate and 22.1 g. (80 mmole) 3,5-di-tert.-butyl-4-hydroxycinnamic acid in 160 ml. anhydrous pyridine is added dropwise, with ice cooling, a solution of 5.5 g. (40 mmole) phosphorus trichloride and 25 ml. anhydrous pyridine and the reaction mixture is further stirred for 1 hour with ice cooling, then poured on to ice and acidified with concentrated hydrochloric acid. The aqueous phase is extracted with ethyl acetate and the extracts... Product: C(C)(C)(C)C=1C=C(C=CC(=O)N2CCN(CC2)C2=CC=C(C(=O)OCC)C=C2)C=C(C1O)C(C)(C)C (Ethyl 4-[1-(3,5-di-tert.-butyl-4-hydroxycinnamoyl)-piperazin-4-yl]-benzoate). Starting materials: 17.7, C1(=CC=CC=C1)C(C)N1C=NC=C1C(=O)O ((-)-1-(1-phenylethyl)-1H-imidazole-5-carboxylic acid), [OH-].[Na+] (sodium hydroxide). Run in CC(C)O (2-propanol). The product is [Na+].C1(=CC=CC=C1)C(C)N1C=NC=C1C(=O)[O-] ((-)-1-(1-phenylethyl)-1H-imidazole-5-carboxylic acid sodium salt). RXN SMILES: [C:1]1([CH:7]([N:9]2[C:13]([C:14]([OH:16])=[O:15])=[CH:12][N:11]=[CH:10]2)[CH3:8])[CH:6]=[CH:5][CH:4]=[CH:3][CH:2]=1.[OH-].[Na+:18]>CC(O)C>[Na+:18].[C:1]1([CH:7]([N:9]2[C:13]([C:14]([O-:16])=[O:15])=[CH:12][N:11]=[CH:10]2)[CH3:8])[CH:6]=[CH:5][CH:4]=[CH:3][CH:2]=1 |f:1.2,4.5|. Procedure details: A mixture of 17.7 parts of (-)-1-(1-phenylethyl)-1H-imidazole-5-carboxylic acid, 3.28 parts of sodium hydroxide and 120 parts of 2-propanol is stirred and refluxed until the reaction mixture becomes homogenous and thereafter for 1 further hour. During reflux part of the product crystallizes out. The reaction mixture is allowed to cool to room temperature and the precipitated product is filtered off. The product is washed with 2-propanol and dried in vacuo, yielding (-)-1-(1-phenylethyl)-1H-imida...